Dataset: the Open Reaction Database (ORD), a public repository of structured organic reaction records. Task: describe an organic reaction: reactants, conditions, products, and yield The reactants are O (water), FS(=O)(=O)C(F)(F)C(F)(F)C(F)(F)C(=O)F (FSO2(CF2)3COF), [F-].[K+] (KF), solution, S(=O)(=O)(OCC)OCC (diethyl sulfate). Reagents/catalysts: CCCCCCCC[N+](C)(CCCCCCCC)CCCCCCCC.[Cl-] (Adogen 464). Solvent: COCCOCCOC (diglyme), COCCOCCOC (diglyme). Conditions: temperature 65 celsius, time 2 hour. Yields the product FS(=O)(=O)C(F)(F)C(F)(F)C(F)(F)C(F)(F)OCC (FSO2(CF2)4OC2H5). The yield is 62.5%. As a reaction SMILES: [F:1][S:2]([C:5]([C:8]([C:11]([C:14]([F:16])=[O:15])([F:13])[F:12])([F:10])[F:9])([F:7])[F:6])(=[O:4])=[O:3].[F-:17].[K+].S(O[CH2:26][CH3:27])(OCC)(=O)=O.O>CCCCCCCC[N+](CCCCCCCC)(CCCCCCCC)C.[Cl-].COCCOCCOC>[F:1][S:2]([C:5]([C:8]([C:11]([C:14]([O:15][CH2:26][CH3:27])([F:17])[F:16])([F:12])[F:13])([F:9])[F:10])([F:7])[F:6])(=[O:4])=[O:3] |f:1.2,5.6|. Procedure: In a procedure similar to that described in Preparation of Precursor 1, FSO2(CF2)3COF (70 g, 0.25 mole), KF (21.8 g, 0.37 mole), diglyme (350 ml), Adogen 464 (10.5 g of a 56% solution in anhydrous diglyme) and diethyl sulfate (48 g, 0.312 mole) were combined and reacted at 52° C. for 16 hours. Deionized water (˜250 g) was carefully added and the reaction mixture allowed to stir at about 65° C. for two hours. This was followed by heating the solution to about 105° C. and steam distilling the prod... Product: Cc1cc(N)ccc1O[Si](C)(C)C(C)(C)C. Starting materials: Cc1cc([N+](=O)[O-])ccc1O[Si](C)(C)C(C)(C)C, CCOC(C)=O, [H][H]. As a reaction SMILES: [C:1]([CH3:2])([CH3:3])([CH3:4])[Si:5]([O:6][c:7]1[c:8]([CH3:16])[cH:9][c:10]([N+:13]([O-:14])=[O:15])[cH:11][cH:12]1)([CH3:17])[CH3:18].[CH3:21][CH2:22][O:23][C:24](=[O:25])[CH3:26].[H:19][H:20]>>[C:1]([CH3:2])([CH3:3])([CH3:4])[Si:5]([O:6][c:7]1[c:8]([CH3:16])[cH:9][c:10]([NH2:13])[cH:11][cH:12]1)([CH3:17])[CH3:18]. The reactants are C(=C)(C)C=1C=CC2=C(C(C(=CO2)C#N)=O)C1 (6-isopropenyl-4-oxo-4H-1-benzopyran-3-carbonitrile), N1CCCCC1 (piperidine), C(#N)CC(=O)OCC (ethyl cyanoacetate). Solvent: C(C)O (ethanol). Reaction conditions: time 8 hour. The product is NC1=C(C=C2C(=N1)OC1=C(C2=O)C=C(C=C1)C(=C)C)C(=O)OCC (ethyl 2-amino-7-isopropenyl-5-oxo-5H-[1]benzopyrano[2,3-b]pyridine-3-carboxylate). Reaction SMILES: [C:1]([C:4]1[CH:5]=[CH:6][C:7]2[O:12][CH:11]=[C:10]([C:13]#N)[C:9](=[O:15])[C:8]=2[CH:16]=1)([CH3:3])=[CH2:2].[NH:17]1CCCCC1.[C:23]([CH2:25][C:26]([O:28][CH2:29][CH3:30])=[O:27])#[N:24]>C(O)C>[NH2:24][C:23]1[N:17]=[C:11]2[O:12][C:7]3[CH:6]=[CH:5][C:4]([C:1]([CH3:3])=[CH2:2])=[CH:16][C:8]=3[C:9](=[O:15])[C:10]2=[CH:13][C:25]=1[C:26]([O:28][CH2:29][CH3:30])=[O:27]. Procedure details: A mixture of 6-isopropenyl-4-oxo-4H-1-benzopyran-3-carbonitrile (800 mg), ethanol (40 ml), piperidine (0.6 ml) and ethyl cyanoacetate (0.7 ml) was subjected to reflux for three hours, which was then left standing at room temperature overnight. Precipitating crystals were collected by filtration, which were recrystallized from ethanol to afford colorless crystals (1.09 g) of ethyl 2-amino-7-isopropenyl-5-oxo-5H-[1]benzopyrano[2,3-b]pyridine-3-carboxylate, m.p. 227°-230° C. (decomp.). Starting materials: C(C)OC(=O)C1(C(NC2=CC=C(C=C12)OC)C=CC(=O)OC)C(=O)OCC (Methyl 3,3-diethoxycarbonyl-2,3-dihydro-5-methoxy-2-indoleacrylate), C(C)(=O)OC(C)=O (acetic anhydride). Run at time 1 hour. Product: C(C)(=O)N1C(C(C2=CC(=CC=C12)OC)(C(=O)OCC)C(=O)OCC)C=CC(=O)OC (Methyl N-acetyl-3,3-diethoxycarbonyl-2,3-dihydro-5-methoxy-2-indoleacrylate). RXN SMILES: [CH2:1]([O:3][C:4]([C:6]1([C:23]([O:25][CH2:26][CH3:27])=[O:24])[C:14]2[C:9](=[CH:10][CH:11]=[C:12]([O:15][CH3:16])[CH:13]=2)[NH:8][CH:7]1[CH:17]=[CH:18][C:19]([O:21][CH3:22])=[O:20])=[O:5])[CH3:2].[C:28](OC(=O)C)(=[O:30])[CH3:29]>>[C:28]([N:8]1[C:9]2[C:14](=[CH:13][C:12]([O:15][CH3:16])=[CH:11][CH:10]=2)[C:6]([C:4]([O:3][CH2:1][CH3:2])=[O:5])([C:23]([O:25][CH2:26][CH3:27])=[O:24])[CH:7]1[CH:17]=[CH:18][C:19]([O:21][CH3:22])=[O:20])(=[O:30])[CH3:29]. Procedure details: The crude indoline 9 was dissolved in acetic anhydride (35 ml). This solution was stirred for 1 h at room temperature. Thereupon the acetic anhydride was removed in vacuo. The residue (~27 g) was sufficiently pure for further conversions. A sample of this residue was purified by flash column chromatography (SiO2, CH2Cl2 /acetone 95/5). A pale yellow oily product was obtained. The reactants are [Li]CCCC, CCCCCC, C1CCOC1, CSc1ccccc1. Product: [Li]CSc1ccccc1. As a reaction SMILES: [CH2:9]([CH2:10][CH2:11][CH3:12])[Li:13].[CH3:14][CH2:15][CH2:16][CH2:17][CH2:18][CH3:19].[O:20]1[CH2:21][CH2:22][CH2:23][CH2:24]1.[c:1]1([S:7][CH3:8])[cH:2][cH:3][cH:4][cH:5][cH:6]1>>[c:1]1([S:7][CH2:8][Li:13])[cH:2][cH:3][cH:4][cH:5][cH:6]1.